Dataset: the Open Reaction Database (ORD), a public repository of structured organic reaction records. Task: describe an organic reaction: reactants, conditions, products, and yield Starting materials: O[Li].O (LiOH.H2O), ClCCCC1(C[C@@H]2N([C@H](OC2)C2=CC=CC=C2)C1=O)C(=O)OC ((3R,7aS)-methyl 6-(3-chloropropyl)-5-oxo-3-phenyl-hexahydropyrrolo[1,2-c]oxazole-6-carboxylate). The solvent is O (water), C1CCOC1 (THF), C1CCOC1 (THF). Reaction conditions: temperature 0 celsius. The product is ClCCCC1(C[C@@H]2N([C@H](OC2)C2=CC=CC=C2)C1=O)C(=O)O ((3R,7aS)-6-(3-chloropropyl)-5-oxo-3-phenyl-hexahydropyrrolo[1,2-c]oxazole-6-carboxylic acid), solid. Isolated yield 92.0%. As a reaction SMILES: [Cl:1][CH2:2][CH2:3][CH2:4][C:5]1([C:20]([O:22]C)=[O:21])[C:18](=[O:19])[N:8]2[C@@H:9]([C:12]3[CH:17]=[CH:16][CH:15]=[CH:14][CH:13]=3)[O:10][CH2:11][C@@H:7]2[CH2:6]1.O[Li].O>C1COCC1.O>[Cl:1][CH2:2][CH2:3][CH2:4][C:5]1([C:20]([OH:22])=[O:21])[C:18](=[O:19])[N:8]2[C@@H:9]([C:12]3[CH:13]=[CH:14][CH:15]=[CH:16][CH:17]=3)[O:10][CH2:11][C@@H:7]2[CH2:6]1 |f:1.2|. Procedure details: The (3R,7aS)-methyl 6-(3-chloropropyl)-5-oxo-3-phenyl-hexahydropyrrolo[1,2-c]oxazole-6-carboxylate (36.90 g) was dissolved in 300 mL of THF and the mixture cooled to 0° C. A solution of LiOH.H2O (22.97 g, 0.548 mol, 5.0 equiv) in water (273 mL, 2.0 M) was cooled to 5° C. and added to the THF solution. The mixture was stirred at 10° C. and the progress of the hydrolysis monitored by LC/MS. After 3 h the methyl ester was completely consumed. EtOAc (100 mL) was added and concentrated HCL added till... The reactants are COC(C1=C(C=CC(=C1)OCCCN1CCCCC1)N)=O (2-amino-5-(3-piperidin-1-yl-propoxy)-benzoic acid methyl ester), COC(C1=C(C=CC(=C1)OCCCN1CCCCC1)N)=O (2-amino-5-(3-piperidin-1-yl-propoxy)-benzoic acid methyl ester), N1=CC=CC=C1 (Pyridine), ClCC=1C=C(C(=O)O)C=CC1 (3-(chloromethyl)benzoic acid), ClCC=1C=C(C(=O)O)C=CC1 (3-(chloromethyl)benzoic acid). The solvent is C(Cl)Cl (methylene chloride). RXN SMILES: [CH3:1][O:2][C:3](=[O:21])[C:4]1[CH:9]=[C:8]([O:10][CH2:11][CH2:12][CH2:13][N:14]2[CH2:19][CH2:18][CH2:17][CH2:16][CH2:15]2)[CH:7]=[CH:6][C:5]=1[NH2:20].N1C=CC=CC=1.[Cl:28][CH2:29][C:30]1[CH:31]=[C:32]([CH:36]=[CH:37][CH:38]=1)[C:33](O)=[O:34]>C(Cl)Cl>[CH3:1][O:2][C:3](=[O:21])[C:4]1[CH:9]=[C:8]([O:10][CH2:11][CH2:12][CH2:13][N:14]2[CH2:19][CH2:18][CH2:17][CH2:16][CH2:15]2)[CH:7]=[CH:6][C:5]=1[NH:20][C:33](=[O:34])[C:32]1[CH:36]=[CH:37][CH:38]=[C:30]([CH2:29][Cl:28])[CH:31]=1. Procedure: 2-Amino-5-(3-piperidin-1-yl-propoxy)-benzoic acid methyl ester (compound A) (1.1 g) produced by the above process was dissolved in anhydrous methylene chloride (12 ml). Pyridine (600 μl) and 3-(chloromethyl)benzoyl chloride (compound B) (600 μl) were added dropwise to the solution at 0° C., and the mixture was stirred at room temperature for one hr. After the completion of the reaction, distilled water was added thereto at room temperature, and the mixture was then subjected to separatory extrac... Isolated yield 93.0%. Conditions: time 1 hour. The product is COC(C1=C(C=CC(=C1)OCCCN1CCCCC1)NC(C1=CC(=CC=C1)CCl)=O)=O (2-(3-chloromethyl-benzoylamino)-5-(3-piperidin-1-yl-propoxy)-benzoic acid methyl ester).